Dataset: the Open Reaction Database (ORD), a public repository of structured organic reaction records. Task: describe an organic reaction: reactants, conditions, products, and yield The reactants are CCCCOc1c(CNC(=O)OC(C)(C)C)n(CC(C)C)c(=O)c2ccc(-c3nc(C(=O)OCC)cs3)cc12, Cl, [Na+], C1CCOC1, [OH-], O. Reaction SMILES: [CH2:1]([CH2:2][CH2:3][CH3:4])[O:5][c:6]1[c:7]([CH2:31][NH:32][C:33](=[O:34])[O:35][C:36]([CH3:37])([CH3:38])[CH3:39])[n:8]([CH2:27][CH:28]([CH3:29])[CH3:30])[c:9](=[O:26])[c:10]2[cH:11][cH:12][c:13](-[c:16]3[s:17][cH:18][c:19]([C:21](=[O:22])[O:23][CH2:24][CH3:25])[n:20]3)[cH:14][c:15]12.[ClH:43].[Na+:41].[O:44]1[CH2:45][CH2:46][CH2:47][CH2:48]1.[OH-:40].[OH2:42]>>[CH2:1]([CH2:2][CH2:3][CH3:4])[O:5][c:6]1[c:7]([CH2:31][NH:32][C:33](=[O:34])[O:35][C:36]([CH3:37])([CH3:38])[CH3:39])[n:8]([CH2:27][CH:28]([CH3:29])[CH3:30])[c:9](=[O:26])[c:10]2[cH:11][cH:12][c:13](-[c:16]3[s:17][cH:18][c:19]([C:21](=[O:22])[OH:23])[n:20]3)[cH:14][c:15]12. Product: CCCCOc1c(CNC(=O)OC(C)(C)C)n(CC(C)C)c(=O)c2ccc(-c3nc(C(=O)O)cs3)cc12. The reactants are C(C)(C)(C)OC(=O)NC(CC1=CC=CC=C1)C(C(CC1=CC=CC=C1)NC([C@@H](NC(=O)OCC1=CC=CC=C1)C(C)C)=O)O (2-(t-Butyloxycarbonylamino)-4(Cbz-valinyl-amino)-1,5-diphenyl-3-hydroxypentane), CO.C(C)(C)N.C(Cl)(Cl)Cl (methanol isopropylamine chloroform). The product is NC(CC1=CC=CC=C1)C(C(CC1=CC=CC=C1)NC([C@@H](NC(=O)OCC1=CC=CC=C1)C(C)C)=O)O (2-Amino-4-(Cbz-valinyl-amino)-1,5-diphenyl-3-hydroxypentane). The yield is 100.0%. RXN SMILES: C(OC([NH:8][CH:9]([CH:17]([OH:44])[CH:18]([NH:26][C:27](=[O:43])[C@H:28]([CH:40]([CH3:42])[CH3:41])[NH:29][C:30]([O:32][CH2:33][C:34]1[CH:39]=[CH:38][CH:37]=[CH:36][CH:35]=1)=[O:31])[CH2:19][C:20]1[CH:25]=[CH:24][CH:23]=[CH:22][CH:21]=1)[CH2:10][C:11]1[CH:16]=[CH:15][CH:14]=[CH:13][CH:12]=1)=O)(C)(C)C.CO.C(N)(C)C.C(Cl)(Cl)Cl>>[NH2:8][CH:9]([CH:17]([OH:44])[CH:18]([NH:26][C:27](=[O:43])[C@H:28]([CH:40]([CH3:42])[CH3:41])[NH:29][C:30]([O:32][CH2:33][C:34]1[CH:39]=[CH:38][CH:37]=[CH:36][CH:35]=1)=[O:31])[CH2:19][C:20]1[CH:25]=[CH:24][CH:23]=[CH:22][CH:21]=1)[CH2:10][C:11]1[CH:12]=[CH:13][CH:14]=[CH:15][CH:16]=1 |f:1.2.3|. Procedure details: Using the procedure of Example 56 with the resultant compound of Example 55 gave, after silica gel chromatography using methanol/isopropylamine/chloroform, the desired compound (RF 0.3; 2.5% methanol/2% isopropylamine/chloroform) in 100% yield, m.p. 158°-160° C. Mass spectrum (M+H)+ =504. Reactants: FC(COC)(C(F)(F)F)F (methyl 2,2,3,3,3-pentafluoropropyl ether), S(=O)(=O)(Cl)Cl (sulfuryl chloride). Run in CCOCC (ether). The product is FC(COCCl)(C(F)(F)F)F (chloromethyl 2,2,3,3,3-pentafluoropropyl ether). As a reaction SMILES: [F:1][C:2]([F:10])([C:6]([F:9])([F:8])[F:7])[CH2:3][O:4][CH3:5].S(Cl)([Cl:14])(=O)=O>CCOCC>[F:1][C:2]([F:10])([C:6]([F:9])([F:8])[F:7])[CH2:3][O:4][CH2:5][Cl:14]. Procedure details: The ether V can be prepared by a method analogous to that described by Weinmayr1, or from methyl 2,2,3,3,3-pentafluoropropyl ether and one molar equivalent of sulfuryl chloride at 0°-35°C with ultraviolet irradiation to give the chloromethyl 2,2,3,3,3-pentafluoropropyl ether XXVII,